This data is from the Open Reaction Database (ORD), a public repository of structured organic reaction records. The task is: describe an organic reaction: reactants, conditions, products, and yield The reactants are O=C1N(CCC2=C1N=C(N=C2)C(F)(F)F)C(=O)OC(C)(C)C (tert-butyl 8-oxo-2-(trifluoromethyl)-5,8-dihydropyrido[3,4-d]pyrimidine-7(6H)-carboxylate), Cl (HCl). Run in O1CCOCC1 (dioxane). Reaction conditions: time 0.5 hour. Yields the product FC(C=1N=CC2=C(N1)C(NCC2)=O)(F)F (2-(Trifluoromethyl)-6,7-dihydropyrido[3,4-d]pyrimidin-8(5H)-one). As a reaction SMILES: [O:1]=[C:2]1[C:7]2[N:8]=[C:9]([C:12]([F:15])([F:14])[F:13])[N:10]=[CH:11][C:6]=2[CH2:5][CH2:4][N:3]1C(OC(C)(C)C)=O.Cl>O1CCOCC1>[F:15][C:12]([F:13])([F:14])[C:9]1[N:10]=[CH:11][C:6]2[CH2:5][CH2:4][NH:3][C:2](=[O:1])[C:7]=2[N:8]=1. Reported procedure: Approximately 485 mg (1.53 mmol) of tert-butyl 8-oxo-2-(trifluoromethyl)-5,8-dihydropyrido[3,4-d]pyrimidine-7(6H)-carboxylate was treated with 10 mL of 4M HCl in anhydrous dioxane, and the solution was stirred at room temperature for 0.5 h, then concentrated to dryness. The residue was washed with diethyl ether and dried to give the title compound as a white solid. LC-MS 218 (M+1).